From a dataset of the Open Reaction Database (ORD), a public repository of structured organic reaction records. describe an organic reaction: reactants, conditions, products, and yield Reactants: [Cl-].[NH4+] (ammonium chloride), C(CCC)[Li] (n-Butyl lithium), C1(CC1)SSC1CC1 (1,2-dicyclopropyldisulfane), BrC[C@@H]1OC(OC1)(C)C ((R)-4-(Bromomethyl)-2,2-dimethyl-1,3-dioxolane). Run in C1CCOC1 (THF). Run at time 4 hour. The product is CC1(OC[C@@H](O1)CC1(CC1)SSC1(CC1)C[C@@H]1OC(OC1)(C)C)C (1,2-Bis(1-(((S)-2,2-dimethyl-1,3-dioxolan-4-yl)methyl)cyclopropyl)disulfane). As a reaction SMILES: C([Li])[CH2:2][CH2:3][CH3:4].[CH:6]1([S:9][S:10][CH:11]2[CH2:13][CH2:12]2)[CH2:8][CH2:7]1.Br[CH2:15][C@H:16]1[CH2:20][O:19][C:18]([CH3:22])([CH3:21])[O:17]1.[Cl-].[NH4+]>C1COCC1>[CH3:21][C:18]1([CH3:22])[O:17][C@@H:16]([CH2:15][C:6]2([S:9][S:10][C:11]3([CH2:15][C@H:16]4[CH2:20][O:19][C:3]([CH3:4])([CH3:2])[O:17]4)[CH2:13][CH2:12]3)[CH2:8][CH2:7]2)[CH2:20][O:19]1 |f:3.4|. Reported procedure: n-Butyl lithium (1.7 M in hexane, 1.2 eq) is added dropwise over 1 hour to a solution of 1,2-dicyclopropyldisulfane (1 eq) in THF (1.5 mL/mmol), at −20° C. (R)-4-(Bromomethyl)-2,2-dimethyl-1,3-dioxolane (1.1 eq) is then added at −78° C. and stiffing at −78° C. continued for an additional 4 hours. Saturated aqueous ammonium chloride solution is added and the mixture is extracted with ethyl acetate (3×). The combined organic extracts are dried (Na2SO4) and purified by flash chromatography (ethyl a... Reactants: IC1=CN(C2=CC=C(C=C12)C=1OC(=NN1)C)S(=O)(=O)C1=CC=C(C)C=C1 (2-(3-Iodo-1-tosyl-1H-indol-5-yl)-5-methyl-1,3,4-oxadiazole), P(=O)([O-])([O-])[O-].[K+].[K+].[K+] (potassium phosphate), C(C)(C)OC1=NC(=CC=C1)B1OC(C(O1)(C)C)(C)C (2-isopropoxy-6-(4,4,5,5-tetramethyl-1,3,2-dioxaborolan-2-yl)pyridine), C1(CCCCC1)P(C1=C(C=CC=C1)C1=C(C=C(C=C1C(C)C)C(C)C)C(C)C)C1CCCCC1 (dicyclohexyl(2′,4′,6′-triisopropylbiphenyl-2-yl)phosphine). Reagents/catalysts: C=1C=CC(=CC1)/C=C/C(=O)/C=C/C2=CC=CC=C2.C=1C=CC(=CC1)/C=C/C(=O)/C=C/C2=CC=CC=C2.C=1C=CC(=CC1)/C=C/C(=O)/C=C/C2=CC=CC=C2.[Pd].[Pd] (Pd2(dba)3). Run in glass. Run at temperature 120 celsius. The product is C(C)(C)OC1=CC=CC(=N1)C1=CN(C2=CC=C(C=C12)C=1OC(=NN1)C)S(=O)(=O)C1=CC=C(C)C=C1 (2-(3-(6-isopropoxypyridin-2-yl)-1-tosyl-1H-indol-5-yl)-5-methyl-1,3,4-oxadiazole). RXN SMILES: I[C:2]1[C:10]2[C:5](=[CH:6][CH:7]=[C:8]([C:11]3[O:12][C:13]([CH3:16])=[N:14][N:15]=3)[CH:9]=2)[N:4]([S:17]([C:20]2[CH:26]=[CH:25][C:23]([CH3:24])=[CH:22][CH:21]=2)(=[O:19])=[O:18])[CH:3]=1.[CH:27]([O:30][C:31]1[CH:36]=[CH:35][CH:34]=[C:33](B2OC(C)(C)C(C)(C)O2)[N:32]=1)([CH3:29])[CH3:28].C1(P(C2CCCCC2)C2C=CC=CC=2C2C(C(C)C)=CC(C(C)C)=CC=2C(C)C)CCCCC1.P([O-])([O-])([O-])=O.[K+].[K+].[K+]>C1C=CC(/C=C/C(/C=C/C2C=CC=CC=2)=O)=CC=1.C1C=CC(/C=C/C(/C=C/C2C=CC=CC=2)=O)=CC=1.C1C=CC(/C=C/C(/C=C/C2C=CC=CC=2)=O)=CC=1.[Pd].[Pd]>[CH:27]([O:30][C:31]1[N:32]=[C:33]([C:2]2[C:10]3[C:5](=[CH:6][CH:7]=[C:8]([C:11]4[O:12][C:13]([CH3:16])=[N:14][N:15]=4)[CH:9]=3)[N:4]([S:17]([C:20]3[CH:21]=[CH:22][C:23]([CH3:24])=[CH:25][CH:26]=3)(=[O:18])=[O:19])[CH:3]=2)[CH:34]=[CH:35][CH:36]=1)([CH3:29])[CH3:28] |f:3.4.5.6,7.8.9.10.11|. Procedure: 2-(3-Iodo-1-tosyl-1H-indol-5-yl)-5-methyl-1,3,4-oxadiazole (113 mg, 0.236 mmol), 2-isopropoxy-6-(4,4,5,5-tetramethyl-1,3,2-dioxaborolan-2-yl)pyridine (74.4 mg, 0.283 mmol) (Combiphos Catalysts Inc.), dicyclohexyl(2′,4′,6′-triisopropylbiphenyl-2-yl)phosphine (6.74 mg, 0.014 mmol) (Strem), Pd2(dba)3 (6.48 mg, 7.07 μmol) (Strem), and potassium phosphate (150 mg, 0.707 mmol) (Reidel-de Haen) were weighed into a 20 mL glass microwave vial, which was then purged with argon. The solids were treated wit...